Dataset: the Open Reaction Database (ORD), a public repository of structured organic reaction records. Task: describe an organic reaction: reactants, conditions, products, and yield Starting materials: COC=1C=C(C(=O)NC2CCNCC2)C=CC1 (3-methoxy-N-(piperidin-4-yl)benzamide), [OH-].[Na+] (NaOH), O=C1NC2=CC(=CC=C2CC1)C=O (2-oxo-1,2,3,4-tetrahydroquinoline-7-carbaldehyde), [BH-](OC(=O)C)(OC(=O)C)OC(=O)C.[Na+] (NaBH(OAc)3). The solvent is CC(=O)O (AcOH), O (water), CCOC(=O)C (EtOAc), C(Cl)(Cl)Cl (CHCl3), CCOC(=O)C (EtOAc). Run at time 2 hour. The product is COC=1C=C(C(=O)NC2CCN(CC2)CC2=CC=C3CCC(NC3=C2)=O)C=CC1 (3-methoxy-N-{1-[(2-oxo-1,2,3,4-tetrahydroquinolin-7-yl)methyl]piperidin-4-yl}benzamide). Isolated yield 75.5%. RXN SMILES: [O:1]=[C:2]1[CH2:11][CH2:10][C:9]2[C:4](=[CH:5][C:6]([CH:12]=O)=[CH:7][CH:8]=2)[NH:3]1.[CH3:14][O:15][C:16]1[CH:17]=[C:18]([CH:28]=[CH:29][CH:30]=1)[C:19]([NH:21][CH:22]1[CH2:27][CH2:26][NH:25][CH2:24][CH2:23]1)=[O:20].[BH-](OC(C)=O)(OC(C)=O)OC(C)=O.[Na+].[OH-].[Na+]>C(Cl)(Cl)Cl.CCOC(C)=O.O.CC(O)=O>[CH3:14][O:15][C:16]1[CH:17]=[C:18]([CH:28]=[CH:29][CH:30]=1)[C:19]([NH:21][CH:22]1[CH2:27][CH2:26][N:25]([CH2:12][C:6]2[CH:5]=[C:4]3[C:9]([CH2:10][CH2:11][C:2](=[O:1])[NH:3]3)=[CH:8][CH:7]=2)[CH2:24][CH2:23]1)=[O:20] |f:2.3,4.5|. Reported procedure: Step R1-5: To a suspension of 2-oxo-1,2,3,4-tetrahydroquinoline-7-carbaldehyde (135 g) in CHCl3 (1.4 L) were added 3-methoxy-N-(piperidin-4-yl)benzamide (190 g) and AcOH (45 mL) at room temperature. The mixture was stirred at room temperature for 2 hours. After cooling to 0° C., NaBH(OAc)3 was added portionwise. The mixture was stirred at room temperature for 19 hours. After cooling to 0° C., 8 M aqueous NaOH (0.5 L) and water (0.5 L) were added to the reaction mixture. The organic layer was sep...